From a dataset of the Open Reaction Database (ORD), a public repository of structured organic reaction records. describe an organic reaction: reactants, conditions, products, and yield Starting materials: C(C)(=O)O[C@H]1[C@@H](O[C@@H]([C@H]([C@@H]1OC(C)=O)OC(C)=O)O\C(=C/C1=C(C=CC=C1)F)\C(=O)OCC)COC(C)=O ((2S,3S,4R,5S,6R)-2-(Acetoxymethyl)-6-(((Z)-3-ethoxy-1-(2-fluorophenyl)-3-oxoprop-1-en-2-yl)oxy)tetrahydro-2H-pyran-3,4,5-triyl triacetate), [Br-].C(C)(=O)O[C@H]1[C@@H](O)O[C@@H]([C@@H]([C@@H]1OC(C)=O)OC(C)=O)COC(C)=O (2,3,4,6 tetra-O-acetyl-α-D-galactose bromide), ClC1=C(C=CC=C1)CC(C(=O)OCC)=O (ethyl 3-(2-chlorophenyl)-2-oxopropanoate), [H-].[Na+] (sodium hydride). Yields the product C(C)(=O)O[C@@H]1[C@@H](O[C@@H]([C@H]([C@@H]1OC(C)=O)OC(C)=O)O\C(=C/C1=C(C=CC=C1)Cl)\C(=O)OCC)COC(C)=O ((2S,3R,4R,5S,6R)-2-(Acetoxymethyl)-6-(((Z)-1-(2-chlorophenyl)-3-ethoxy-3-oxoprop-1-en-2-yl)oxy)tetrahydro-2H-pyran-3,4,5-triyl triacetate). Isolated yield 36.0%. As a reaction SMILES: [C:1]([O:4][C@@H:5]1[C@@H:10]([O:11][C:12](=[O:14])[CH3:13])[C@H:9]([O:15][C:16](=[O:18])[CH3:17])[C@@H:8]([O:19]/[C:20](/[C:29]([O:31][CH2:32][CH3:33])=[O:30])=[CH:21]\[C:22]2[CH:27]=[CH:26][CH:25]=[CH:24][C:23]=2F)[O:7][C@H:6]1[CH2:34][O:35][C:36](=[O:38])[CH3:37])(=[O:3])[CH3:2].[Cl:39]C1C=CC=CC=1CC(=O)C(OCC)=O.[H-].[Na+].[Br-].C(O[C@@H]1[C@@H](OC(=O)C)[C@@H](OC(=O)C)[C@@H](COC(=O)C)O[C@@H]1O)(=O)C>>[C:1]([O:4][C@H:5]1[C@@H:10]([O:11][C:12](=[O:14])[CH3:13])[C@H:9]([O:15][C:16](=[O:18])[CH3:17])[C@@H:8]([O:19]/[C:20](/[C:29]([O:31][CH2:32][CH3:33])=[O:30])=[CH:21]\[C:22]2[CH:27]=[CH:26][CH:25]=[CH:24][C:23]=2[Cl:39])[O:7][C@H:6]1[CH2:34][O:35][C:36](=[O:38])[CH3:37])(=[O:3])[CH3:2] |f:2.3,4.5|. Procedure details: The title compound was prepared as described for C4 using ethyl 3-(2-chlorophenyl)-2-oxopropanoate B11 (100 mg, 0.441 mmol), sodium hydride (11.65 mg, 0.485 mmol) and 2,3,4,6 tetra-O-acetyl-α-D-galactose bromide (181 mg, 0.441 mmol). The resulting compound was isolated in the form of white solid in 36% yield.